From a dataset of the Open Reaction Database (ORD), a public repository of structured organic reaction records. describe an organic reaction: reactants, conditions, products, and yield Reactants: O=C(Cl)OCC1CCCCCCCCCC1, c1ccncc1, c1ccc2[nH]c(-c3cscn3)nc2c1. The product is O=C(OCC1CCCCCCCCCC1)n1c(-c2cscn2)nc2ccccc21. As a reaction SMILES: [Cl:1][C:2](=[O:3])[O:4][CH2:5][CH:6]1[CH2:7][CH2:8][CH2:9][CH2:10][CH2:11][CH2:12][CH2:13][CH2:14][CH2:15][CH2:16]1.[cH:31]1[cH:32][cH:33][n:34][cH:35][cH:36]1.[s:17]1[cH:18][n:19][c:20](-[c:22]2[nH:23][c:24]3[c:25]([n:26]2)[cH:27][cH:28][cH:29][cH:30]3)[cH:21]1>>[C:2](=[O:3])([O:4][CH2:5][CH:6]1[CH2:7][CH2:8][CH2:9][CH2:10][CH2:11][CH2:12][CH2:13][CH2:14][CH2:15][CH2:16]1)[n:26]1[c:22](-[c:20]2[n:19][cH:18][s:17][cH:21]2)[n:23][c:24]2[c:25]1[cH:27][cH:28][cH:29][cH:30]2. The reactants are CCN=C=NCCCN(C)C (WSC), N(=[N+]=[N-])C1=CC=C(C(=O)O)C=C1 (4-Azidobenzoic acid), C=1C=CC2=C(C1)N=NN2O (HOBt), C1(=CC=CC=C1)CCCN (3-phenylpropylamine). Solvent: CN(C)C=O (DMF), C(C)#N (acetonitrile). Conditions: time 3 hour. Product: N(=[N+]=[N-])C1=CC=C(C(=O)NCCCC2=CC=CC=C2)C=C1 (4-azido-N-(3-phenylpropyl)benzamide). Reaction SMILES: [N:1]([C:4]1[CH:12]=[CH:11][C:7]([C:8]([OH:10])=O)=[CH:6][CH:5]=1)=[N+:2]=[N-:3].C1C=CC2N(O)N=NC=2C=1.[C:23]1([CH2:29][CH2:30][CH2:31][NH2:32])[CH:28]=[CH:27][CH:26]=[CH:25][CH:24]=1.CCN=C=NCCCN(C)C>C(#N)C.CN(C=O)C>[N:1]([C:4]1[CH:5]=[CH:6][C:7]([C:8]([NH:32][CH2:31][CH2:30][CH2:29][C:23]2[CH:28]=[CH:27][CH:26]=[CH:25][CH:24]=2)=[O:10])=[CH:11][CH:12]=1)=[N+:2]=[N-:3]. Procedure details: 4-Azidobenzoic acid (855 mg, 5.14 mmol), HOBt (701 mg, 5.14 mmol, 1.0 eq.) and 3-phenylpropylamine (0.969 ml, 6.68 mmol, 1.3 eq.) were dissolved in acetonitrile (6 ml) and DMF (6 ml), WSC (1.21 g, 6.16 mmol, 1.2 eq.) was added, and the mixture was stirred at room temperature for 3 hr. The reaction mixture was concentrated, dissolved in ethyl acetate (50 ml), washed with 5% aqueous sodium hydrogen carbonate solution and saturated brine, dried over anhydrous sodium sulfate, and concentrated at 30°... Reactants: C(Cl)(Cl)Cl (CHCl3), ClC=1C=CC(=C(C1)N1CCN(CC1)C(=O)[C@H]1CN(CC[C@H]1C1=C(C(=CC=C1)C)F)S(=O)(=O)C(C)C)C ((3R,4R)-[4-(5-Chloro-2-methyl-phenyl)-piperazin-1-yl]-[4-(2-fluoro-methyl-phenyl)-1-(propane-2-sulfonyl)-piperidin-3-yl]-methanone), ClC=1C=CC(=C(C1)N1CCN(CC1)C=O)C ([4-(5-chloro-2-methyl-phenyl)-piperazin-1-yl]-methanone). The product is Cl.C=O (methanone hydro-chloride), ClC=1C=C(C=CC1)S(=O)(=O)Cl (3-chlorobenzenesulfonyl chloride). As a reaction SMILES: [Cl:1]C1C=CC(C)=C(N2CCN([C:14]([C@@H]3[C@H](C4C=CC=C(C)C=4F)CCN([S:30](C(C)C)(=[O:32])=[O:31])C3)=[O:15])CC2)C=1.[Cl:37][C:38]1[CH:39]=[CH:40][C:41](C)=[C:42](N2CCN(C=O)CC2)[CH:43]=1.C(Cl)(Cl)[Cl:54]>>[ClH:1].[CH2:14]=[O:15].[Cl:37][C:38]1[CH:43]=[C:42]([S:30]([Cl:54])(=[O:32])=[O:31])[CH:41]=[CH:40][CH:39]=1 |f:3.4|. Procedure: In analogy to example 63, step 4, from [4-(5-chloro-2-methyl-phenyl)-piperazin-1-yl]-[(3S,4S) or (3R,4R)-4-(4-fluoro-2-methyl-phenyl)-piperidin-3-yl]-methanone hydro-chloride and 3-chlorobenzenesulfonyl chloride was prepared [(3S,4S) or (3R,4R)-1-(3-chloro-benzenesulfonyl)-4-(4-fluoro-2-methyl-phenyl)-piperidin-3-yl]-[4-(5-chloro-2-methyl-phenyl)-piperazin-1-yl]-methanone as a white foam, MS: 604.0 ([M+H, 1Cl])+; [α]D=−32.13 (c=0.426 g/100 mL, CHCl3). The reactants are solution, C(CCC)[Li] (n-butyllithium), FC1=CC=C(C=O)C=C1 (p-fluorobenzaldehyde), BrC1=C(C=C(C=C1)F)C (2-bromo-5-fluorotoluene), O (water). Run in CCCCCC (hexane), O1CCCC1 (tetrahydrofuran), O1CCCC1 (tetrahydrofuran), C(C)(=O)OCC (ethyl acetate). Run at time 15 minute. The product is FC1=CC(=C(C=C1)C(O)C1=CC=C(C=C1)F)C ((4-Fluoro-2-methylphenyl)(4-fluorophenyl)methanol). RXN SMILES: Br[C:2]1[CH:7]=[CH:6][C:5]([F:8])=[CH:4][C:3]=1[CH3:9].C([Li])CCC.[F:15][C:16]1[CH:23]=[CH:22][C:19]([CH:20]=[O:21])=[CH:18][CH:17]=1.O>O1CCCC1.CCCCCC.C(OCC)(=O)C>[F:8][C:5]1[CH:6]=[CH:7][C:2]([CH:20]([C:19]2[CH:22]=[CH:23][C:16]([F:15])=[CH:17][CH:18]=2)[OH:21])=[C:3]([CH3:9])[CH:4]=1. Reported procedure: 1.00 g (5.29 mmol) of 2-bromo-5-fluorotoluene were dissolved in 10 ml of tetrahydrofuran at −78° C. Addition of 4.0 ml (6.35 mmol) of a 1.6N solution of n-butyllithium in hexane was followed by stirring for 15 min, and then 0.79 g (6.35 mmol) of p-fluorobenzaldehyde dissolved in 10 ml of tetrahydrofuran was added dropwise. The mixture was warmed to RT and stirred for 1 h. The reaction solution was mixed with water and ethyl acetate, and the phases were separated. The aqueous phase was extracted ... Starting materials: C(C=C)S (allyl mercaptan), BrC=1SC2=C(N1)C(=CC(=C2)C)Br (2,4-dibromo-6-methyl-benzothiazole), [OH-].[Na+] (sodium hydroxide), O1CCCC1 (tetrahydrofuran). Solvent: O (water). Reaction conditions: time 3 hour. Yields the product BrC1=CC(=CC2=C1N=C(S2)SCC=C)C (4-bromo-2-allylmercapto-6-methylbenzothiazole). Isolated yield 92.5%. RXN SMILES: [CH2:1]([SH:4])[CH:2]=[CH2:3].Br[C:6]1[S:7][C:8]2[CH:14]=[C:13]([CH3:15])[CH:12]=[C:11]([Br:16])[C:9]=2[N:10]=1.[OH-].[Na+].O1CCCC1>O>[Br:16][C:11]1[C:9]2[N:10]=[C:6]([S:4][CH2:1][CH:2]=[CH2:3])[S:7][C:8]=2[CH:14]=[C:13]([CH3:15])[CH:12]=1 |f:2.3|. Reported procedure: 1.0 g of allyl mercaptan prepared above, 3.1 g of 2,4-dibromo-6-methyl-benzothiazole, 0.4 g of sodium hydroxide, 10 ml of tetrahydrofuran and 10 ml of water were mixed together and the obtained mixture was stirred for 3 hours at room temperature and then extracted with ethyl acetate. The extract was dried with anhydrous sodium sulfate and evaporated to obtain the title compound in a liquid state (Yield: 92.5%). Reactants: COC(=O)C(CCSC)NC(=O)c1ccc(COc2cccnc2)cc1Oc1ccccc1, [Na+], [OH-], O. Product: CSCCC(NC(=O)c1ccc(COc2cccnc2)cc1Oc1ccccc1)C(=O)O. As a reaction SMILES: [CH3:1][O:2][C:3]([CH:4]([NH:5][C:6]([c:7]1[c:8]([O:21][c:22]2[cH:23][cH:24][cH:25][cH:26][cH:27]2)[cH:9][c:10]([CH2:13][O:14][c:15]2[cH:16][n:17][cH:18][cH:19][cH:20]2)[cH:11][cH:12]1)=[O:28])[CH2:29][CH2:30][S:31][CH3:32])=[O:33].[Na+:35].[OH-:34].[OH2:36]>>[O:2]=[C:3]([CH:4]([NH:5][C:6]([c:7]1[c:8]([O:21][c:22]2[cH:23][cH:24][cH:25][cH:26][cH:27]2)[cH:9][c:10]([CH2:13][O:14][c:15]2[cH:16][n:17][cH:18][cH:19][cH:20]2)[cH:11][cH:12]1)=[O:28])[CH2:29][CH2:30][S:31][CH3:32])[OH:33]. Yield: 52.0%. The product is C(C)OC(=O)N1CCC2=NC=3C=CC=CC3C(=C2CC1)C (1,2,4,5 -Tetrahydro-11-methyl-3-azepino[4,5-b]quinoline-carboxylic acid ethyl ester). Reaction SMILES: C([N:8]1[CH2:22][CH2:21][C:20]2[C:11](=[N:12][C:13]3[CH:14]=[CH:15][CH:16]=[CH:17][C:18]=3[C:19]=2[CH3:23])[CH2:10][CH2:9]1)C1C=CC=CC=1.Cl[C:25]([O:27][CH2:28][CH3:29])=[O:26]>C(Cl)Cl>[CH2:28]([O:27][C:25]([N:8]1[CH2:22][CH2:21][C:20]2[C:11](=[N:12][C:13]3[CH:14]=[CH:15][CH:16]=[CH:17][C:18]=3[C:19]=2[CH3:23])[CH2:10][CH2:9]1)=[O:26])[CH3:29]. Procedure: 0.5 gm (1.7 millimols) of 3-benzyl-1,2,4,5-tetrahydro-11-methyl-3H-azepino[4,5-b]quinoline were reacted in 5 ml of methylene chloride with a stoichiometric quantity (0.15 ml) of ethyl chloroformate for four hours at room temperature. After distilling off the methylene chloride and recrystallizing the residue from ether, the product was obtained with a yield of 52% of theory; m.p. 125° C. The reactants are C(C1=CC=CC=C1)N1CCC2=NC=3C=CC=CC3C(=C2CC1)C (3-benzyl-1,2,4,5-tetrahydro-11-methyl-3H-azepino[4,5-b]quinoline), ClC(=O)OCC (ethyl chloroformate). Solvent: C(Cl)Cl (methylene chloride).